From a dataset of the Open Reaction Database (ORD), a public repository of structured organic reaction records. describe an organic reaction: reactants, conditions, products, and yield Starting materials: O (water), C([O-])([O-])=O.[K+].[K+] (potassium carbonate), CI (methyl iodide), IC=1C=C2C(C(=O)NC2=O)=CC1 (4-iodophthalimide), C([O-])([O-])=O.[K+].[K+] (potassium carbonate), CI (methyl iodide). Solvent: C(C)(=O)OCC (ethyl acetate), CN(C)C=O (DMF). Reaction conditions: time 4.5 hour. Yields the product IC=1C=C2C(C(=O)N(C2=O)C)=CC1 (4-iodo-N-methylphthalimide). The yield is 47.9%. RXN SMILES: [I:1][C:2]1[CH:3]=[C:4]2[C:9](=[O:10])[NH:8][C:6](=[O:7])[C:5]2=[CH:11][CH:12]=1.[C:13](=O)([O-])[O-].[K+].[K+].CI.O>CN(C=O)C.C(OCC)(=O)C>[I:1][C:2]1[CH:3]=[C:4]2[C:9](=[O:10])[N:8]([CH3:13])[C:6](=[O:7])[C:5]2=[CH:11][CH:12]=1 |f:1.2.3|. Procedure details: 4-Iodophthalimide (358 mg, 1.31 mmol) obtained in Step 1 was dissolved in DMF (6.7 mL), and the mixture was stirred at room temperature for 4.5 hours after adding potassium carbonate (272 mg, 1.97 mmol) and methyl iodide (0.10 mL, 1.57 mmol). The mixture was further stirred for 45 minutes after adding potassium carbonate (544 mg, 3.94 mmol) and methyl iodide (1.0 mL, 15.7 mmol). Thereafter, water and ethyl acetate were added to the mixture to separate the organic layer. The organic layer was dri... The reactants are N1=CC=CC=C1 (Pyridine), NC1=C(C=C(C=C1)C1=CN(C=2N=CN=C(C21)N)C2CCOCC2)OC (5-(4-Amino-3-methoxyphenyl)-7-tetrahydro-2H-4-pyranyl-7H-pyrrolo[2,3-d]pyrimidin-4-amine), ClCCl (dichloromethane), C1(=CC=CC=C1)CCC(=O)Cl (3-phenylpropanoyl chloride). Conditions: time 2 hour. Product: NC=1C2=C(N=CN1)N(C=C2C2=CC(=C(C=C2)NC(C(C)(C)C)=O)OC)C2CCOCC2 (N1-[4-(4-amino-7-tetrahydro-2H-4-pyranyl-7H-pyrrolo[2,3-d]pyrimidin-5-yl)-2-methoxyphenyl]-2,2-dimethylpropanamide). Reaction SMILES: [NH2:1][C:2]1[CH:7]=[CH:6][C:5]([C:8]2[C:16]3[C:15]([NH2:17])=[N:14][CH:13]=[N:12][C:11]=3[N:10]([CH:18]3[CH2:23][CH2:22][O:21][CH2:20][CH2:19]3)[CH:9]=2)=[CH:4][C:3]=1[O:24][CH3:25].N1[CH:31]=[CH:30][CH:29]=CC=1.C1(CC[C:40](Cl)=[O:41])C=CC=CC=1.Cl[CH2:44]Cl>>[NH2:17][C:15]1[C:16]2[C:8]([C:5]3[CH:6]=[CH:7][C:2]([NH:1][C:40](=[O:41])[C:30]([CH3:29])([CH3:31])[CH3:44])=[C:3]([O:24][CH3:25])[CH:4]=3)=[CH:9][N:10]([CH:18]3[CH2:19][CH2:20][O:21][CH2:22][CH2:23]3)[C:11]=2[N:12]=[CH:13][N:14]=1. Procedure details: 5-(4-Amino-3-methoxyphenyl)-7-tetrahydro-2H-4-pyranyl-7H-pyrrolo[2,3-d]pyrimidin-4-amine (50 mg, 0.147 mmol) was dissolved in dichloromethane (1.5 mL). Pyridine (1.5 mL) was added followed by 3-phenylpropanoyl chloride (37 mg, 0.221 mmol). After stirring at room temperature for 2 hours, the solvent was removed and the residue was dissolved in 1 ml DMSO, methanol (1 mL) was added and precipitate was formed. The solid was collected by filtration to give N1-[4-(4-amino-7-tetrahydro-2H-4-pyranyl-7H-... The reactants are C(C)(C)(C)OC(=O)CNCC=1C=C(C=CC1)C1=CC=C(C=C1)CC(C(=O)OC)OCC (methyl 3-{3′-[(tert-butoxycarbonylmethylamino)-methyl]biphenyl-4-yl}-2-ethoxypropionate), Cl (hydrochloric acid), CO (methanol), [OH-].[Li+] (lithium hydroxide). Run in O1CCCC1 (tetrahydrofuran), C(C)(=O)OCC (ethyl acetate). Reaction conditions: time 2 hour. Product: C(C)(C)(C)OC(=O)CNCC=1C=C(C=CC1)C1=CC=C(C=C1)CC(C(=O)O)OCC (3-{3′-[(tert-butoxycarbonylmethylamino)methyl]biphenyl-4-yl}-2-ethoxypropionic acid). The yield is 100.5%. RXN SMILES: [C:1]([O:5][C:6]([CH2:8][NH:9][CH2:10][C:11]1[CH:12]=[C:13]([C:17]2[CH:22]=[CH:21][C:20]([CH2:23][CH:24]([O:29][CH2:30][CH3:31])[C:25]([O:27]C)=[O:26])=[CH:19][CH:18]=2)[CH:14]=[CH:15][CH:16]=1)=[O:7])([CH3:4])([CH3:3])[CH3:2].CO.[OH-].[Li+].Cl>O1CCCC1.C(OCC)(=O)C>[C:1]([O:5][C:6]([CH2:8][NH:9][CH2:10][C:11]1[CH:12]=[C:13]([C:17]2[CH:22]=[CH:21][C:20]([CH2:23][CH:24]([O:29][CH2:30][CH3:31])[C:25]([OH:27])=[O:26])=[CH:19][CH:18]=2)[CH:14]=[CH:15][CH:16]=1)=[O:7])([CH3:3])([CH3:4])[CH3:2] |f:2.3|. Procedure details: 0.65 g (1.3 mmol) of methyl 3-{3′-[(tert-butoxycarbonylmethylamino)-methyl]biphenyl-4-yl}-2-ethoxypropionate is placed in 10 ml of tetrahydrofuran, 0.5 ml of methanol and 1.9 ml (1.9 mmol) of aqueous 1M lithium hydroxide solution. After stirring at room temperature for 2 hours, the reaction medium is diluted with ethyl acetate, acidified to pH 6 with aqueous 1N hydrochloric acid solution, extracted with ethyl acetate, dried over magnesium sulfate, filtered and concentrated. 0.54 g of 3-{3′-[(ter...